This data is from the Open Reaction Database (ORD), a public repository of structured organic reaction records. The task is: describe an organic reaction: reactants, conditions, products, and yield Reactants: pyrido[2,3-d]pyrimidin-7(8H)-ones, C(C)OC=C(C(=O)OCC)C#N (ethyl ethoxymethylenecyanoacetate), NC(S)=N (thiopseudourea), 7-(8H)-imides, C(#N)CC(=O)[O-] (cyanoacetate), S(=O)(=O)(O)O.CSC(N)=N (2-methyl-2-thiopseudourea sulfate). The product is C(#N)C=1C(=NC(=NC1)SC)O (5-cyano-4-hydroxy-2-(methylsulfanyl)pyrimidine). RXN SMILES: C(CC([O-])=O)#N.C(O[CH:10]=[C:11]([C:17]#[N:18])[C:12](OCC)=[O:13])C.NC(=N)S.S(O)(O)(=O)=O.[CH3:28][S:29][C:30](=[NH:32])[NH2:31]>>[C:17]([C:11]1[C:12]([OH:13])=[N:31][C:30]([S:29][CH3:28])=[N:32][CH:10]=1)#[N:18] |f:3.4|. Procedure details: Scheme I describes a typical method for preparing the pyrido[2,3-d]pyrimidin-7(8H)-ones and the 7-(8H)-imides, compounds wherein X is O or NH. The synthesis starts by reacting a cyanoacetate such as ethyl ethoxymethylenecyanoacetate with a thiopseudourea such as 2-methyl-2-thiopseudourea sulfate to provide 5-cyano-4-hydroxy-2-(methylsulfanyl)pyrimidine. This reaction is described more fully in Helv. Chim. Acta., 42:763-772 (1959). The 4-hydroxypyrimidine is next reacted with a halogenating agent... Reactants: COC(=O)CN(C1CCCN(C2CCN(C(C)C)CC2)C1=O)S(=O)(=O)c1ccc2cc(Cl)ccc2c1, CO, N. Product: CC(C)N1CCC(N2CCCC(N(CC(N)=O)S(=O)(=O)c3ccc4cc(Cl)ccc4c3)C2=O)CC1. Reaction SMILES: [CH3:1][O:2][C:3]([CH2:4][N:5]([CH:6]1[C:7](=[O:21])[N:8]([CH:12]2[CH2:13][CH2:14][N:15]([CH:18]([CH3:19])[CH3:20])[CH2:16][CH2:17]2)[CH2:9][CH2:10][CH2:11]1)[S:22](=[O:23])(=[O:24])[c:25]1[cH:26][c:27]2[cH:28][cH:29][c:30]([Cl:35])[cH:31][c:32]2[cH:33][cH:34]1)=[O:36].[CH3:38][OH:39].[NH3:37]>>[O:2]=[C:3]([CH2:4][N:5]([CH:6]1[C:7](=[O:21])[N:8]([CH:12]2[CH2:13][CH2:14][N:15]([CH:18]([CH3:19])[CH3:20])[CH2:16][CH2:17]2)[CH2:9][CH2:10][CH2:11]1)[S:22](=[O:23])(=[O:24])[c:25]1[cH:26][c:27]2[cH:28][cH:29][c:30]([Cl:35])[cH:31][c:32]2[cH:33][cH:34]1)[NH2:37]. The reactants are N(=O)OCCC(C)C (isoamyl nitrite), NC=1C=C(C=NC1)Br (5-amino-3-bromopyridine), CC(C)O (2-propanol). Solvent: Cl (HCl). Yields the product C(C)(C)OC=1C=C(C=NC1)Br (5-Isopropoxy-3-bromopyridine). Reaction SMILES: N[C:2]1[CH:3]=[C:4]([Br:8])[CH:5]=[N:6][CH:7]=1.N(OCCC(C)C)=O.[CH3:17][CH:18]([OH:20])[CH3:19]>Cl>[CH:18]([O:20][C:2]1[CH:3]=[C:4]([Br:8])[CH:5]=[N:6][CH:7]=1)([CH3:19])[CH3:17]. Procedure details: A slurry of 5-amino-3-bromopyridine (1.29 g, 7.46 mmol) in 6M HCl solution (5 mL) was stirred 30 min at ambient temperature. The mixture was concentrated under high vacuum, and the residue was vacuum dried for 15 h at 50° C., affording a tan solid. The solid was slurried in 2-propanol (25 mL), and treated with isoamyl nitrite (1.70 g, 15.00 mmol). The mixture was stirred and heated under reflux for 1.5 h. The solution was concentrated by rotary evaporation, and the residue was partitioned betwee... Starting materials: C=Cc1cccc2cc(C)c(C)nc12, C[N+]1([O-])CCOCC1, CC(C)(C)O, CC(C)=O, O. Product: Cc1cc2cccc(C(O)CO)c2nc1C. Reaction SMILES: [CH3:10][c:11]1[n:12][c:13]2[c:14]([CH:22]=[CH2:23])[cH:15][cH:16][cH:17][c:18]2[cH:19][c:20]1[CH3:21].[CH3:1][N+:2]1([O-:3])[CH2:4][CH2:5][O:6][CH2:7][CH2:8]1.[CH3:24][C:25]([OH:26])([CH3:27])[CH3:28].[CH3:29][C:30](=[O:31])[CH3:32].[OH2:9]>>[OH:3][CH:22]([c:14]1[c:13]2[n:12][c:11]([CH3:10])[c:20]([CH3:21])[cH:19][c:18]2[cH:17][cH:16][cH:15]1)[CH2:23][OH:9]. Procedure details: To a solution of boron trichloride (200 mL of 1M in xylene; 200 mmol) at 0°-5° C. was added 2,3-dimethylaniline (22.2 mL, 182 mmol) in dry toluene (110 mL) dropwise over 20 minutes, followed by 2-chloroacetonitrile (13.8 mL, 218 mmol) dropwise over 10 minutes, and finally AlCl3 (27.0 g, 202 mmol) in one portion. The mixture was heated to reflux for 1 hour and 80° C. for 16 hours before cooling and addition of 2N HCl (190 ml). The mixture was heated to 80° C. for 30 min, cooled to 20° C., and the... The reactants are ClCC(=O)CCl (chloromethylketone), O (H2O), [BH4-].[Na+] (NaBH4), O1CCOCC1 (dioxane), N1C=CC2=CC=CC=C12 (indole). Reaction SMILES: ClCC(CCl)=O.O.[BH4-].[Na+].[NH:10]1[C:18]2[C:13](=[CH:14][CH:15]=[CH:16][CH:17]=2)[CH:12]=[CH:11]1.O1[CH2:24][CH2:23]OCC1>>[CH3:17][C:16]1[C:23]([CH3:24])=[C:18]2[C:13]([CH:12]=[CH:11][NH:10]2)=[CH:14][CH:15]=1 |f:2.3|. Yields the product CC1=CC=C2C=CNC2=C1C (6,7-Dimethylindole). Reactants: [Cl-].[Al+3].[Cl-].[Cl-] (aluminum chloride), ClCCl (dichloromethane), C=CC=CC (Penta-1,3-diene), ClCCl (dichloromethane), paraffin, Cl (hydrochloric acid), O=C(C)C=C(C)C (Mesityl oxide), ClCCl (dichloromethane), ( A ). Conditions: time 30 minute. Yields the product C(C)(=O)[C@H]1[C@@H](C=CCC1(C)C)C (Trans-4-Acetyl-3,5,5-Trimethylcyclohexene). RXN SMILES: [Cl-].[Al+3].[Cl-].[Cl-].[O:5]=[C:6]([CH:8]=[C:9]([CH3:11])[CH3:10])[CH3:7].C=[CH:13][CH:14]=[CH:15][CH3:16].Cl.Cl[CH2:19]Cl>>[C:6]([C@@H:8]1[C:15]([CH3:16])([CH3:19])[CH2:14][CH:13]=[CH:10][C@H:9]1[CH3:11])(=[O:5])[CH3:7] |f:0.1.2.3|. Reported procedure: To powdered anhydrous aluminum chloride (13.7 g, 0.10 mol) under nitrogen is added dry dichloromethane (30 ml). Mesityl oxide (20.0 g, 0.20 mol) in dichloromethane (75 ml) is then added with stirring over 30 minutes and the mixture is heated under reflux for 1 hour. Penta-1,3-diene (mixture of isomers) (70.0 g, 1.03 mol) in dichloromethane (300 ml) is added dropwise over 6 hours. The mixture is then stirred overnight at room temperature. Liquid paraffin (100 ml) and 10% hydrochloric acid (200 ml... The reactants are CC1C(Nc2cn[nH]c(=O)c2Br)CC2CC1C2(C)C, CCOC(=O)CBr, O=C([O-])[O-], CN(C)C=O, [Cl-], [K+], [K+], [NH4+]. The product is CCOC(=O)Cn1ncc(NC2CC3CC(C2C)C3(C)C)c(Br)c1=O. Reaction SMILES: [Br:1][c:2]1[c:3](=[O:19])[nH:4][n:5][cH:6][c:7]1[NH:8][CH:9]1[CH:10]([CH3:18])[CH:11]2[C:12]([CH3:16])([CH3:17])[CH:13]([CH2:14]1)[CH2:15]2.[Br:20][CH2:21][C:22](=[O:23])[O:24][CH2:25][CH3:26].[C:27](=[O:28])([O-:29])[O-:30].[CH3:35][N:36]([CH3:37])[CH:38]=[O:39].[Cl-:33].[K+:31].[K+:32].[NH4+:34]>>[Br:1][c:2]1[c:3](=[O:19])[n:4]([CH2:21][C:22](=[O:23])[O:24][CH2:25][CH3:26])[n:5][cH:6][c:7]1[NH:8][CH:9]1[CH:10]([CH3:18])[CH:11]2[C:12]([CH3:16])([CH3:17])[CH:13]([CH2:14]1)[CH2:15]2.